Dataset: the Open Reaction Database (ORD), a public repository of structured organic reaction records. Task: describe an organic reaction: reactants, conditions, products, and yield Yields the product C(\C=C\C(=O)O)(=O)O.C[C@H]1N(CCNC1)C(=O)OCC1=C(C=CC(=C1)OCCC)F ((R)-2-Fluoro-5-propoxybenzyl 2-methylpiperazine-1-carboxylate fumarate), product. Reported procedure: (R)-2-Fluoro-5-propoxybenzyl 2-methylpiperazine-1-carboxylate fumarate was prepared from 2-fluoro-5-hydroxybenzyl alcohol, 1-iodopropane and (R) 1-chlorocarbonyl-2-methyl-4-tert-butoxycarbonylpiperazine according to the methods described for Examples 54 and 96 to give the product as a white solid (26.4%); melting point 162.6–162.7° C.; NMR δH (400 MHz, DMSO-d6) 0.963(3H, t, J 7.5 Hz), 1.173(3H, d, J 7.0 Hz), 1.709(2H, m), 2.582(1H, m), 2.801(2H, bs), 2.991(2H, bm), 3.731(1H, bdd), 3.895(2H, t, J... Reactants: FC1=C(CO)C=C(C=C1)O (2-fluoro-5-hydroxybenzyl alcohol), ICCC (1-iodopropane), C(\C=C\C(=O)O)(=O)O.C(C)[C@H]1N(CCNC1)C(=O)OCC1=CC=C(C=C1)OC(F)F ((R)-4-Difluoromethoxybenzyl 2-ethylpiperazine-1-carboxylate fumarate). Isolated yield 26.4%. RXN SMILES: [F:1][C:2]1[CH:9]=[CH:8][C:7]([OH:10])=[CH:6][C:3]=1[CH2:4][OH:5].I[CH2:12][CH2:13][CH3:14].[C:15]([OH:22])(=[O:21])/[CH:16]=[CH:17]/[C:18]([OH:20])=[O:19].[CH2:23]([C@@H:25]1[CH2:30][NH:29][CH2:28][CH2:27][N:26]1[C:31](OCC1C=CC(OC(F)F)=CC=1)=[O:32])C>>[C:15]([OH:22])(=[O:21])/[CH:16]=[CH:17]/[C:18]([OH:20])=[O:19].[CH3:23][C@@H:25]1[CH2:30][NH:29][CH2:28][CH2:27][N:26]1[C:31]([O:5][CH2:4][C:3]1[CH:6]=[C:7]([O:10][CH2:12][CH2:13][CH3:14])[CH:8]=[CH:9][C:2]=1[F:1])=[O:32] |f:2.3,4.5|. The product is C[Si](C)(C)CCOCN(C(=O)c1nnc(N(COCC[Si](C)(C)C)c2cccc(-c3ccccc3)c2)o1)c1ccc(N2CCOCC2)nc1. Reactants: C[Si](C)(C)CCOCN(C(=O)c1nnc(N(COCC[Si](C)(C)C)c2cccc(I)c2)o1)c1ccc(N2CCOCC2)nc1, [K+], [K+], [K+], CN(C)C=O, OB(O)c1ccccc1, O=P([O-])([O-])[O-], c1ccc(P(c2ccccc2)(c2ccccc2)[Pd](P(c2ccccc2)(c2ccccc2)c2ccccc2)(P(c2ccccc2)(c2ccccc2)c2ccccc2)P(c2ccccc2)(c2ccccc2)c2ccccc2)cc1. RXN SMILES: [I:9][c:10]1[cH:11][c:12]([N:16]([c:17]2[n:18][n:19][c:20]([C:22](=[O:23])[N:24]([CH2:25][O:26][CH2:27][CH2:28][Si:29]([CH3:30])([CH3:31])[CH3:32])[c:33]3[cH:34][n:35][c:36]([N:39]4[CH2:40][CH2:41][O:42][CH2:43][CH2:44]4)[cH:37][cH:38]3)[o:21]2)[CH2:45][O:46][CH2:47][CH2:48][Si:49]([CH3:50])([CH3:51])[CH3:52])[cH:13][cH:14][cH:15]1.[K+:6].[K+:7].[K+:8].[O:62]=[CH:63][N:64]([CH3:65])[CH3:66].[OH:53][B:54]([OH:55])[c:56]1[cH:57][cH:58][cH:59][cH:60][cH:61]1.[P:1]([O-:2])([O-:3])([O-:4])=[O:5].[cH:67]1[cH:68][cH:69][c:70]([P:71]([Pd:72]([P:73]([c:74]2[cH:75][cH:76][cH:77][cH:78][cH:79]2)([c:80]2[cH:81][cH:82][cH:83][cH:84][cH:85]2)[c:86]2[cH:87][cH:88][cH:89][cH:90][cH:91]2)([P:92]([c:93]2[cH:94][cH:95][cH:96][cH:97][cH:98]2)([c:99]2[cH:100][cH:101][cH:102][cH:103][cH:104]2)[c:105]2[cH:106][cH:107][cH:108][cH:109][cH:110]2)[P:111]([c:112]2[cH:113][cH:114][cH:115][cH:116][cH:117]2)([c:118]2[cH:119][cH:120][cH:121][cH:122][cH:123]2)[c:124]2[cH:125][cH:126][cH:127][cH:128][cH:129]2)([c:130]2[cH:131][cH:132][cH:133][cH:134][cH:135]2)[c:136]2[cH:137][cH:138][cH:139][cH:140][cH:141]2)[cH:142][cH:143]1>>[c:10]1(-[c:56]2[cH:57][cH:58][cH:59][cH:60][cH:61]2)[cH:11][c:12]([N:16]([c:17]2[n:18][n:19][c:20]([C:22](=[O:23])[N:24]([CH2:25][O:26][CH2:27][CH2:28][Si:29]([CH3:30])([CH3:31])[CH3:32])[c:33]3[cH:34][n:35][c:36]([N:39]4[CH2:40][CH2:41][O:42][CH2:43][CH2:44]4)[cH:37][cH:38]3)[o:21]2)[CH2:45][O:46][CH2:47][CH2:48][Si:49]([CH3:50])([CH3:51])[CH3:52])[cH:13][cH:14][cH:15]1.